The task is: describe an organic reaction: reactants, conditions, products, and yield. This data is from the Open Reaction Database (ORD), a public repository of structured organic reaction records. Reactants: C(CCCCCCC)N (octylamine), ClCC(CN(CC(CCl)O)CCO)O (N,N-bis(3-chloro-2-hydroxypropyl)hydroxyethylamine), resultant mixture. Run in C=1(C(=CC=CC1)C)C (xylene). Conditions: temperature 70 celsius. The product is OC(CNCCCCCCCC)CN(CC(CNCCCCCCCC)O)CCO (11,15-dihydroxy-13-hydroxyethyl-9,13,17-triazapentacosane). Yield: 69.1%. As a reaction SMILES: [CH2:1]([NH2:9])[CH2:2][CH2:3][CH2:4][CH2:5][CH2:6][CH2:7][CH3:8].Cl[CH2:11][CH:12]([OH:23])[CH2:13][N:14]([CH2:20][CH2:21][OH:22])[CH2:15][CH:16]([OH:19])[CH2:17]Cl>C1(C)C(C)=CC=CC=1>[OH:23][CH:12]([CH2:13][N:14]([CH2:20][CH2:21][OH:22])[CH2:15][CH:16]([OH:19])[CH2:17][NH:9][CH2:1][CH2:2][CH2:3][CH2:4][CH2:5][CH2:6][CH2:7][CH3:8])[CH2:11][NH:9][CH2:1][CH2:2][CH2:3][CH2:4][CH2:5][CH2:6][CH2:7][CH3:8]. Procedure details: A reactor was charged with 275 g (2.2 moles) of octylamine, and the contents were heated to 70° C. To the contents, a solution with 36 g (0.17 mole) of N,N-bis(3-chloro-2-hydroxypropyl)hydroxyethylamine dissolved in 30 g of xylene was then added dropwise over 40 minutes. The resultant mixture was aged further for 4 hours. Thereafter, xylene was distilled off under reduced pressure, and unreacted octylamine was then distilled off at 70° C. and 0.5 mmHg. A mixture of 500 ml of xylene and 500 ml of... Reactants: 3-dimethylamino-1-(2-isopropyl-pyrazolo[1,5-a]pyridin-3-yl)-propenone, CN1CCN(CC1)CCCNC(=N)N (N-[3-(4-methyl-piperazin-1-yl)-propyl]-guanidine), C(C)(C)NC1=NC=CC(=N1)C=1C(=NN2C1C=CC=C2)C(C)C (Isopropyl-[4-(2-isopropylpyrazolo[1,5-a]pyridin-3-yl)-pyrimidin-2-yl]-amine). Yields the product C(C)(C)C1=NN2C(C=CC=C2)=C1C1=NC(=NC=C1)NCCCN1CCN(CC1)C ([4-(2-Isopropyl-pyrazolo[1,5-a]pyridin-3-yl)-pyrimidin-2-yl]-[3-(4-methyl-piperazin-1-yl)-propyl]-amine). As a reaction SMILES: [CH3:1][N:2]1[CH2:7][CH2:6][N:5]([CH2:8][CH2:9][CH2:10][NH:11][C:12]([NH2:14])=[NH:13])[CH2:4][CH2:3]1.C(NC1N=[C:23]([C:25]2[C:26]([CH:34]([CH3:36])[CH3:35])=[N:27][N:28]3[CH:33]=[CH:32][CH:31]=[CH:30][C:29]=23)[CH:22]=[CH:21]N=1)(C)C>>[CH:34]([C:26]1[C:25]([C:23]2[CH:22]=[CH:21][N:14]=[C:12]([NH:11][CH2:10][CH2:9][CH2:8][N:5]3[CH2:4][CH2:3][N:2]([CH3:1])[CH2:7][CH2:6]3)[N:13]=2)=[C:29]2[CH:30]=[CH:31][CH:32]=[CH:33][N:28]2[N:27]=1)([CH3:36])[CH3:35]. Procedure: [4-(2-Isopropyl-pyrazolo[1,5-a]pyridin-3-yl)-pyrimidin-2-yl]-[3-(4-methyl-piperazin-1-yl)-propyl]-amine was prepared from 3-dimethylamino-1-(2-isopropyl-pyrazolo[1,5-a]pyridin-3-yl)-propenone and N-[3-(4-methyl-piperazin-1-yl)-propyl]-guanidine following the method used in Step 4 of the synthesis of Isopropyl-[4-(2-isopropylpyrazolo[1,5-a]pyridin-3-yl)-pyrimidin-2-yl]-amine (Example 66), except preparative-HPLC purification was used in the place of recrystallization (162 mg, 19%). 1H-NMR (250 MH... The reactants are C1COCCO1, CC1CN(Cc2cnc(-c3cc(Cl)cc4c3cnn4S(=O)(=O)c3ccccc3)o2)CC(C)O1, COc1ncc(B2OC(C)(C)C(C)(C)O2)cc1NS(=O)(=O)c1ccc(F)cc1F, O. Product: COc1ncc(-c2cc(-c3ncc(CN4CC(C)OC(C)C4)o3)c3cnn(S(=O)(=O)c4ccccc4)c3c2)cc1NS(=O)(=O)c1ccc(F)cc1F. Reaction SMILES: [CH2:64]1[O:65][CH2:66][CH2:67][O:68][CH2:69]1.[Cl:1][c:2]1[cH:3][c:4](-[c:20]2[o:21][c:22]([CH2:25][N:26]3[CH2:27][CH:28]([CH3:33])[O:29][CH:30]([CH3:32])[CH2:31]3)[cH:23][n:24]2)[c:5]2[cH:6][n:7][n:8]([S:11](=[O:12])(=[O:13])[c:14]3[cH:15][cH:16][cH:17][cH:18][cH:19]3)[c:9]2[cH:10]1.[F:34][c:35]1[c:36]([S:42](=[O:43])(=[O:44])[NH:45][c:46]2[c:47]([O:61][CH3:62])[n:48][cH:49][c:50]([B:52]3[O:53][C:54]([CH3:55])([CH3:56])[C:57]([CH3:58])([CH3:59])[O:60]3)[cH:51]2)[cH:37][cH:38][c:39]([F:41])[cH:40]1.[OH2:63]>>[c:2]1(-[c:50]2[cH:49][n:48][c:47]([O:61][CH3:62])[c:46]([NH:45][S:42]([c:36]3[c:35]([F:34])[cH:40][c:39]([F:41])[cH:38][cH:37]3)(=[O:43])=[O:44])[cH:51]2)[cH:3][c:4](-[c:20]2[o:21][c:22]([CH2:25][N:26]3[CH2:27][CH:28]([CH3:33])[O:29][CH:30]([CH3:32])[CH2:31]3)[cH:23][n:24]2)[c:5]2[cH:6][n:7][n:8]([S:11](=[O:12])(=[O:13])[c:14]3[cH:15][cH:16][cH:17][cH:18][cH:19]3)[c:9]2[cH:10]1. Reactants: CC(CCC1(C(C(=C(C2=CC=CC=C12)O)C1=NS(C2=C(N1)C=CC(=C2)NS(=O)(=O)C)(=O)=O)=O)C)(C)C (N-{3-[4-(3,3-dimethylbutyl)-1-hydroxy-4-methyl-3-oxo-3,4-dihydronaphthalen-2-yl]-1,1-dioxido-4H-1,2,4-benzothiadiazin-7-yl}methanesulfonamide), [OH-].[Na+] (sodium hydroxide). The solvent is O (water). Conditions: temperature 25 celsius, time 1 hour. Product: CC(CCC1(C(C(=C(C2=CC=CC=C12)[O-])C1=NS(C2=C(N1)C=CC(=C2)NS(=O)(=O)C)(=O)=O)=O)C)(C)C.[Na+] (Sodium 4-(3,3-dimethylbutyl)-4-methyl-2-{7-[(methylsulfonyl)amino]-1,1-dioxido-4H-1,2,4-benzothiadiazin-3-yl}-3-oxo-3,4-dihydronaphthalen-1-olate). Yield: 74.0%. As a reaction SMILES: [CH3:1][C:2]([CH3:36])([CH3:35])[CH2:3][CH2:4][C:5]1([CH3:34])[C:14]2[C:9](=[CH:10][CH:11]=[CH:12][CH:13]=2)[C:8]([OH:15])=[C:7]([C:16]2[NH:21][C:20]3[CH:22]=[CH:23][C:24]([NH:26][S:27]([CH3:30])(=[O:29])=[O:28])=[CH:25][C:19]=3[S:18](=[O:32])(=[O:31])[N:17]=2)[C:6]1=[O:33].[OH-].[Na+:38]>O>[CH3:1][C:2]([CH3:36])([CH3:35])[CH2:3][CH2:4][C:5]1([CH3:34])[C:14]2[C:9](=[CH:10][CH:11]=[CH:12][CH:13]=2)[C:8]([O-:15])=[C:7]([C:16]2[NH:21][C:20]3[CH:22]=[CH:23][C:24]([NH:26][S:27]([CH3:30])(=[O:29])=[O:28])=[CH:25][C:19]=3[S:18](=[O:32])(=[O:31])[N:17]=2)[C:6]1=[O:33].[Na+:38] |f:1.2,4.5|. Reported procedure: A suspension of the product of Example 42G in water (3 mL) and treated with 0.997N sodium hydroxide solution (0.410 mL) and stirred at 25° C. for 1 hour. The solution was lyophilized to give 209 mg (74%) of a yellow solid. 1H NMR (300 MHz, DMSO-d6): 5 ppm 0.43 (m, 1H) 0.70 (s, 9H) 0.81 (m, 1H) 1.38 (s, 3H) 1.71 (m, 1H) 2.16 (m, 1H) 2.90 (s, 3H) 7.28 (m, 3H) 7.44 (m, 3H) 8.05 (d, J=7.35 Hz, 1H) 9.87 (s, 1H) 15.44 (s, 1H); MS (ESI−) m/z 530 (M−H)−. Reactants: S1SC(NC1=O)=O (1,2,4-dithiazolidine-3,5-dione), C(C=C)Br (allyl bromide), C([O-])([O-])=O.[K+].[K+] (potassium carbonate). The solvent is CC(=O)C (acetone). Reaction conditions: time 6 hour. The product is C(C=C)N1C(SSC1=O)=O (N-allyl-1,2,4-dithiazolidine-3,5-dione). Yield: 111.8%. Reaction SMILES: [S:1]1[C:5](=[O:6])[NH:4][C:3](=[O:7])[S:2]1.[CH2:8](Br)[CH:9]=[CH2:10].C(=O)([O-])[O-].[K+].[K+]>CC(C)=O>[CH2:10]([N:4]1[C:3](=[O:7])[S:2][S:1][C:5]1=[O:6])[CH:9]=[CH2:8] |f:2.3.4|. Procedure details: Next, 4.0 g of the above 1,2,4-dithiazolidine-3,5-dione, 4.0 g of allyl bromide and 5.8 g of potassium carbonate were suspended in 65 ml of acetone, and the suspension liquid was stirred at room temperature for 6 hours, and then filtered. Then, the residual obtained by concentrating the filtrate was purified with a column to yield 5.8 g of N-allyl-1,2,4-dithiazolidine-3,5-dione. The N-allyl-1,2,4-dithiazolidine-3,5-dione was dissolved in 4.5 ml of chloroform, and 50 mg of 2,2′-azobisisobutylonit... The product is O=Cc1cc(Br)cc(Br)c1O. Starting materials: Oc1ccc(Br)cc1Br, O=C(O)C(F)(F)F. As a reaction SMILES: [Br:8][c:9]1[c:10]([OH:16])[cH:11][cH:12][c:13]([Br:15])[cH:14]1.[OH:1][C:2]([C:3]([F:4])([F:5])[F:6])=[O:7]>>[O:1]=[CH:2][c:11]1[c:10]([OH:16])[c:9]([Br:8])[cH:14][c:13]([Br:15])[cH:12]1. Reactants: F[B-](F)(F)F, CC(C)(C)OC(=O)N1CCn2c(-c3ccccc3)nc(C(=O)O)c2C1, CCN(C(C)C)C(C)C, COC(=O)C(N)C(C)(C)C, CN(C)C=O, O, CN(C)C(On1nnc2ccccc21)=[N+](C)C. Yields the product COC(=O)C(NC(=O)c1nc(-c2ccccc2)n2c1CN(C(=O)OC(C)(C)C)CC2)C(C)(C)C. Reaction SMILES: [B-:45]([F:46])([F:47])([F:48])[F:49].[C:1]([CH3:2])([CH3:3])([CH3:4])[O:5][C:6](=[O:7])[N:8]1[CH2:9][c:10]2[n:11]([c:14](-[c:20]3[cH:21][cH:22][cH:23][cH:24][cH:25]3)[n:15][c:16]2[C:17](=[O:18])[OH:19])[CH2:12][CH2:13]1.[CH:36]([N:37]([CH2:38][CH3:39])[CH:40]([CH3:41])[CH3:42])([CH3:43])[CH3:44].[NH2:26][CH:27]([C:28](=[O:29])[O:30][CH3:31])[C:32]([CH3:33])([CH3:34])[CH3:35].[O:67]=[CH:68][N:69]([CH3:70])[CH3:71].[OH2:72].[n:50]1([O:51][C:52]([N:53]([CH3:54])[CH3:55])=[N+:56]([CH3:57])[CH3:58])[c:59]2[cH:60][cH:61][cH:62][cH:63][c:64]2[n:65][n:66]1>>[C:1]([CH3:2])([CH3:3])([CH3:4])[O:5][C:6](=[O:7])[N:8]1[CH2:9][c:10]2[n:11]([c:14](-[c:20]3[cH:21][cH:22][cH:23][cH:24][cH:25]3)[n:15][c:16]2[C:17](=[O:19])[NH:26][CH:27]([C:28](=[O:29])[O:30][CH3:31])[C:32]([CH3:33])([CH3:34])[CH3:35])[CH2:12][CH2:13]1.